This data is from the Open Reaction Database (ORD), a public repository of structured organic reaction records. The task is: describe an organic reaction: reactants, conditions, products, and yield Reactants: FC(S(=O)(=O)OC=1C=C(C=NC1)C(=O)OC)(F)F (methyl 5-trifluoromethanesulfonyloxy-3-pyridinecarboxylate), C1(=CC=CC=C1)B(O)O (phenylboronic acid), C([O-])([O-])=O.[Na+].[Na+] (sodium carbonate), C(C)O (ethanol). Reagents/catalysts: C=1C=CC(=CC1)[P](C=2C=CC=CC2)(C=3C=CC=CC3)[Pd]([P](C=4C=CC=CC4)(C=5C=CC=CC5)C=6C=CC=CC6)([P](C=7C=CC=CC7)(C=8C=CC=CC8)C=9C=CC=CC9)[P](C=1C=CC=CC1)(C=1C=CC=CC1)C=1C=CC=CC1 (tetrakis(triphenylphosphine)palladium). The solvent is C1(=CC=CC=C1)C (toluene), O (water), O (water). The product is C1(=CC=CC=C1)C=1C=C(C=NC1)C(=O)OCC (ethyl 5-phenyl-3-pyridinecarboxylate). The yield is 60.2%. Reaction SMILES: FC(F)(F)S(O[C:7]1[CH:8]=[C:9]([C:13]([O:15][CH3:16])=[O:14])[CH:10]=[N:11][CH:12]=1)(=O)=O.[C:19]1(B(O)O)[CH:24]=[CH:23][CH:22]=[CH:21][CH:20]=1.[C:28](=O)([O-])[O-].[Na+].[Na+].C(O)C>C1C=CC([P]([Pd]([P](C2C=CC=CC=2)(C2C=CC=CC=2)C2C=CC=CC=2)([P](C2C=CC=CC=2)(C2C=CC=CC=2)C2C=CC=CC=2)[P](C2C=CC=CC=2)(C2C=CC=CC=2)C2C=CC=CC=2)(C2C=CC=CC=2)C2C=CC=CC=2)=CC=1.O.C1(C)C=CC=CC=1>[C:19]1([C:7]2[CH:8]=[C:9]([C:13]([O:15][CH2:16][CH3:28])=[O:14])[CH:10]=[N:11][CH:12]=2)[CH:24]=[CH:23][CH:22]=[CH:21][CH:20]=1 |f:2.3.4,^1:40,42,61,80|. Reported procedure: A mixture of methyl 5-trifluoromethanesulfonyloxy-3-pyridinecarboxylate (18.00 g), phenylboronic acid (7.88 g), tetrakis(triphenylphosphine)palladium (3.01 g), sodium carbonate (13.51 g), ethanol (80 ml), water (80 ml) and toluene (500 ml) was refluxed overnight under an argon atmosphere. The reaction mixture was poured into water, which was extracted with ethyl acetate. The ethyl acetate layer was washed with saturated aqueous sodium chloride solution, dried (MgSO4), and concentrated. The resid... Reactants: BrC1=NN(C=N1)C1=CC=C(C=C1)OC(F)(F)F (3-bromo-1-(4-(trifluoromethoxy)phenyl)-1H-1,2,4-triazole), CC1=C(C(=O)OC)C=CC(=C1)B1OC(C(O1)(C)C)(C)C (methyl 2-methyl-4-(4,4,5,5-tetramethyl-1,3,2-dioxaborolan-2-yl)benzoate), C([O-])(O)=O.[Na+] (sodium bicarbonate), O1CCOCC1 (dioxane). The reagents and catalysts are C=1C=CC(=CC1)[P](C=2C=CC=CC2)(C=3C=CC=CC3)[Pd]([P](C=4C=CC=CC4)(C=5C=CC=CC5)C=6C=CC=CC6)([P](C=7C=CC=CC7)(C=8C=CC=CC8)C=9C=CC=CC9)[P](C=1C=CC=CC1)(C=1C=CC=CC1)C=1C=CC=CC1 (tetrakis(triphenylphosphine)palladium). Solvent: O (water), CCOC(=O)C (EtOAc). Conditions: time 30 minute. Yields the product CC1=C(C(=O)OC)C=CC(=C1)C1=NN(C=N1)C1=CC=C(C=C1)OC(F)(F)F (methyl 2-methyl-4-(1-(4-(trifluoromethoxy)phenyl)-1H-1,2,4-triazol-3-yl)benzoate). The yield is 62.0%. Reaction SMILES: Br[C:2]1[N:6]=[CH:5][N:4]([C:7]2[CH:12]=[CH:11][C:10]([O:13][C:14]([F:17])([F:16])[F:15])=[CH:9][CH:8]=2)[N:3]=1.[CH3:18][C:19]1[CH:28]=[C:27](B2OC(C)(C)C(C)(C)O2)[CH:26]=[CH:25][C:20]=1[C:21]([O:23][CH3:24])=[O:22].C(=O)(O)[O-].[Na+].O1CCOCC1>CCOC(C)=O.C1C=CC([P]([Pd]([P](C2C=CC=CC=2)(C2C=CC=CC=2)C2C=CC=CC=2)([P](C2C=CC=CC=2)(C2C=CC=CC=2)C2C=CC=CC=2)[P](C2C=CC=CC=2)(C2C=CC=CC=2)C2C=CC=CC=2)(C2C=CC=CC=2)C2C=CC=CC=2)=CC=1.O>[CH3:18][C:19]1[CH:28]=[C:27]([C:2]2[N:6]=[CH:5][N:4]([C:7]3[CH:12]=[CH:11][C:10]([O:13][C:14]([F:17])([F:16])[F:15])=[CH:9][CH:8]=3)[N:3]=2)[CH:26]=[CH:25][C:20]=1[C:21]([O:23][CH3:24])=[O:22] |f:2.3,^1:58,60,79,98|. Reported procedure: To 3-bromo-1-(4-(trifluoromethoxy)phenyl)-1H-1,2,4-triazole (0.496 g, 1.609 mmol), methyl 2-methyl-4-(4,4,5,5-tetramethyl-1,3,2-dioxaborolan-2-yl)benzoate (0.466 g, 1.689 mmol), sodium bicarbonate (0.405 g, 4.83 mmol) and tetrakis(triphenylphosphine)palladium (0.186 g, 0.161 mmol) in a 2.0 mL microwave vial was added dioxane (6 mL) and water (1.5 mL). The reaction was capped and placed on a Biotage® Initiator microwave reactor for 30 min at 140° C. The reaction mixture was then diluted with EtOA... Yields the product Cc1nnc(NC(=O)c2cccc(-c3c(O)ccc4cc(-c5cccc(O)c5)ccc34)c2)s1. Reactants: Cc1nnc(N)s1, COCCOC, ClCCl, O=C(O)c1cccc(-c2c(O)ccc3cc(-c4cccc(O)c4)ccc23)c1, O=S(Cl)Cl. As a reaction SMILES: [CH3:32][c:33]1[n:34][n:35][c:36]([NH2:38])[s:37]1.[CH3:39][O:40][CH2:41][CH2:42][O:43][CH3:44].[Cl:45][CH2:46][Cl:47].[OH:1][c:2]1[c:3](-[c:19]2[cH:20][c:21]([C:22](=[O:23])[OH:24])[cH:25][cH:26][cH:27]2)[c:4]2[cH:5][cH:6][c:7](-[c:12]3[cH:13][c:14]([OH:18])[cH:15][cH:16][cH:17]3)[cH:8][c:9]2[cH:10][cH:11]1.[S:28]([Cl:29])([Cl:30])=[O:31]>>[OH:1][c:2]1[c:3](-[c:19]2[cH:20][c:21]([C:22](=[O:23])[NH:38][c:36]3[n:35][n:34][c:33]([CH3:32])[s:37]3)[cH:25][cH:26][cH:27]2)[c:4]2[cH:5][cH:6][c:7](-[c:12]3[cH:13][c:14]([OH:18])[cH:15][cH:16][cH:17]3)[cH:8][c:9]2[cH:10][cH:11]1. Procedure details: A mixture of 0.455 g (1.13 mmole) of 4-(3-chloro-phenyl)-2-(5-formyl-2-nitro-phenylamino)-thiazole-5-carboxylic acid amide (VI.2b), 0.860 g (2.26 mmole) of bis-(3-morpholin-4-yl-propyl)-amine trihydrochloride and 50 mL of dichloromethane was stirred for 20 minutes, then 0.479 g 2.26 mmole) of sodium triacetoxy borohydride was added. The mixture was stirred for 4 days, then quenched by the addition of 50 mL of saturated sodium bicarbonate solution. The mixture was extracted three times with 50 mL... Isolated yield 28.2%. The solvent is ClCCl (dichloromethane). Starting materials: ClC=1C=C(C=CC1)C=1N=C(SC1C(=O)N)NC1=C(C=CC(=C1)C=O)[N+](=O)[O-] (4-(3-chloro-phenyl)-2-(5-formyl-2-nitro-phenylamino)-thiazole-5-carboxylic acid amide), Cl.Cl.Cl.N1(CCOCC1)CCCNCCCN1CCOCC1 (bis-(3-morpholin-4-yl-propyl)-amine trihydrochloride), C(C)(=O)O[BH-](OC(C)=O)OC(C)=O.[Na+] (sodium triacetoxy borohydride). RXN SMILES: [Cl:1][C:2]1[CH:3]=[C:4]([C:8]2[N:9]=[C:10]([NH:16][C:17]3[CH:22]=[C:21]([CH:23]=O)[CH:20]=[CH:19][C:18]=3[N+:25]([O-:27])=[O:26])[S:11][C:12]=2[C:13]([NH2:15])=[O:14])[CH:5]=[CH:6][CH:7]=1.Cl.Cl.Cl.[N:31]1([CH2:37][CH2:38][CH2:39][NH:40][CH2:41][CH2:42][CH2:43][N:44]2[CH2:49][CH2:48][O:47][CH2:46][CH2:45]2)[CH2:36][CH2:35][O:34][CH2:33][CH2:32]1.C(O[BH-](OC(=O)C)OC(=O)C)(=O)C.[Na+]>ClCCl>[N:31]1([CH2:37][CH2:38][CH2:39][N:40]([CH2:23][C:21]2[CH:20]=[CH:19][C:18]([N+:25]([O-:27])=[O:26])=[C:17]([NH:16][C:10]3[S:11][C:12]([C:13]([NH2:15])=[O:14])=[C:8]([C:4]4[CH:5]=[CH:6][CH:7]=[C:2]([Cl:1])[CH:3]=4)[N:9]=3)[CH:22]=2)[CH2:41][CH2:42][CH2:43][N:44]2[CH2:45][CH2:46][O:47][CH2:48][CH2:49]2)[CH2:32][CH2:33][O:34][CH2:35][CH2:36]1 |f:1.2.3.4,5.6|. The product is N1(CCOCC1)CCCN(CCCN1CCOCC1)CC=1C=CC(=C(C1)NC=1SC(=C(N1)C1=CC(=CC=C1)Cl)C(=O)N)[N+](=O)[O-] (2-(5-{[bis-(3-morpholin-4-yl-propyl)-amino]-methyl}-2-nitro-phenylamino)-4-(3-chloro-phenyl)-thiazole-5-carboxylic acid amide). Reaction conditions: time 20 minute.